From a dataset of the Open Reaction Database (ORD), a public repository of structured organic reaction records. describe an organic reaction: reactants, conditions, products, and yield Reactants: C(C)(C)(C)OC(=O)N(C)CCN(C(=O)O[C@H](C(=O)OCC1=CC=CC=C1)CC1=CC=CC=C1)C (benzyl (2S)-2-[N-[2-(N-t-butoxycarbonyl-N-methylamino)ethyl]-N-methylaminocarbonyl]oxy-3-phenylpropionate), Cl (hydrogen chloride). The solvent is C(C)(=O)OCC (ethyl acetate), C(C)(=O)OCC (ethyl acetate). Run at temperature 0 celsius, time 1 hour. Yields the product Cl.CNCCN(C(=O)O[C@H](C(=O)OCC1=CC=CC=C1)CC1=CC=CC=C1)C (benzyl (2S)-2-[N-[2-(N-methylamino)ethyl]-N-methylaminocarbonyl]oxy-3-phenylpropionate hydrochloride). Reaction SMILES: C(O[C:6]([N:8]([CH2:10][CH2:11][N:12]([CH3:34])[C:13]([O:15][C@@H:16]([CH2:27][C:28]1[CH:33]=[CH:32][CH:31]=[CH:30][CH:29]=1)[C:17]([O:19][CH2:20][C:21]1[CH:26]=[CH:25][CH:24]=[CH:23][CH:22]=1)=[O:18])=[O:14])C)=O)(C)(C)C.[ClH:35]>C(OCC)(=O)C>[ClH:35].[CH3:6][NH:8][CH2:10][CH2:11][N:12]([CH3:34])[C:13]([O:15][C@@H:16]([CH2:27][C:28]1[CH:29]=[CH:30][CH:31]=[CH:32][CH:33]=1)[C:17]([O:19][CH2:20][C:21]1[CH:26]=[CH:25][CH:24]=[CH:23][CH:22]=1)=[O:18])=[O:14] |f:3.4|. Procedure details: To a solution of benzyl (2S)-2-[N-[2-(N-t-butoxycarbonyl-N-methylamino)ethyl]-N-methylaminocarbonyl]oxy-3-phenylpropionate (5.40 g) in ethyl acetate (50 ml) which was cooled at 0° C. was added 4N hydrogen chloride solution in ethyl acetate (50 ml). The solution was stirred at 0° C. for 1 hour and the solvent was evaporated in vacuo to give benzyl (2S)-2-[N-[2-(N-methylamino)ethyl]-N-methylaminocarbonyl]oxy-3-phenylpropionate hydrochloride (4.70 g) as a solid. Rf: 0.23 (chloroform:methanol, 10:1,... Reactants: [Cl-].ClCC1=[NH+]C=CC(=C1OC)OC (2-chloromethyl-3,4-dimethoxypyridinium chloride), SC1=NC2=C(N1)C=CC(=C2)OC(C(F)F)(F)F (2-mercapto-5-(1,1,2,2-tetra fluoroethoxy)-1H-benzimidazole). Solvent: C(C)O (ethanol), O (water), [OH-].[Na+] (sodium hydroxide), O (water). Run at temperature 20 celsius, time 1 hour. The product is COC=1C(=NC=CC1OC)CSC1=NC2=C(N1)C=CC(=C2)OC(C(F)F)(F)F (2-[(3,4-Dimethoxy-2-pyridyl)methylthio]-5-(1,1,2,2-tetrafluoroethoxy)-1H-benzimidazole). As a reaction SMILES: [Cl-].Cl[CH2:3][C:4]1[C:9]([O:10][CH3:11])=[C:8]([O:12][CH3:13])[CH:7]=[CH:6][NH+:5]=1.[SH:14][C:15]1[NH:19][C:18]2[CH:20]=[CH:21][C:22]([O:24][C:25]([F:30])([F:29])[CH:26]([F:28])[F:27])=[CH:23][C:17]=2[N:16]=1>C(O)C.O.[OH-].[Na+]>[CH3:11][O:10][C:9]1[C:4]([CH2:3][S:14][C:15]2[NH:19][C:18]3[CH:20]=[CH:21][C:22]([O:24][C:25]([F:30])([F:29])[CH:26]([F:28])[F:27])=[CH:23][C:17]=3[N:16]=2)=[N:5][CH:6]=[CH:7][C:8]=1[O:12][CH3:13] |f:0.1,5.6|. Reported procedure: 0.38 g (1.7 mmol) of 2-chloromethyl-3,4-dimethoxypyridinium chloride is added to a solution of 0.46 g (1.7 mmol) of 2-mercapto-5-(1,1,2,2-tetra fluoroethoxy)-1H-benzimidazole in 10 ml of ethanol, 10 ml of water and 1.8 ml of 2N sodium hydroxide solution; after the mixture has been stirred at 20° C. for one hour, a further 10 ml of water are added dropwise. The mixture is then stirred at 20° C. for a further four hours. The solid which has precipitated out is filtered off, washed with 0.01N sodiu... Reactants: O=C([O-])[O-], CCCC#CBr, COC(=O)CC(C(OC)OC)C(C(C)=O)C(=O)OC(C)(C)C, CC(C)=O, [I-], [K+], [K+], [K+]. The product is CCC#CCC(C(C)=O)(C(=O)OC(C)(C)C)C(CC(=O)OC)C(OC)OC. Reaction SMILES: [C:1](=[O:2])([O-:3])[O-:4].[C:31](#[C:32][CH2:33][CH2:34][CH3:35])[Br:36].[C:9]([CH3:10])([CH3:11])([CH3:12])[O:13][C:14](=[O:15])[CH:16]([CH:17]([CH2:18][C:19](=[O:20])[O:21][CH3:22])[CH:23]([O:24][CH3:25])[O:26][CH3:27])[C:28]([CH3:29])=[O:30].[CH3:37][C:38](=[O:39])[CH3:40].[I-:8].[K+:5].[K+:6].[K+:7]>>[C:9]([CH3:10])([CH3:11])([CH3:12])[O:13][C:14](=[O:15])[C:16]([CH:17]([CH2:18][C:19](=[O:20])[O:21][CH3:22])[CH:23]([O:24][CH3:25])[O:26][CH3:27])([C:28]([CH3:29])=[O:30])[CH2:31][C:32]#[C:33][CH2:34][CH3:35]. Starting materials: C=1(O)C(O)=CC=CC1 (pyrocatechol), ClCC(C)=O (chloroacetone). Run at temperature 50 celsius. Product: ClCC1(OC2=C(O1)C=CC=C2)C (2-chloromethyl-2-methyl-1,3-benzodioxolan). As a reaction SMILES: [C:1]1([C:3](=[CH:5][CH:6]=[CH:7][CH:8]=1)[OH:4])[OH:2].[Cl:9][CH2:10][C:11](=O)[CH3:12]>>[Cl:9][CH2:10][C:11]1([CH3:12])[O:4][C:3]2[CH:5]=[CH:6][CH:7]=[CH:8][C:1]=2[O:2]1. Reported procedure: 110 g (1 mol) of pyrocatechol and 200 ml of chloroacetone were mixed and heated to 50° C. 284 g (2 mol) of phosphoruspentoxide were then added in batches upon strong stirring. The temperature inside the reaction must not exceed 70° C. The mass was then subjected to another hour of stirring whereupon it was decanted and the residue was washed twice with benzene whereupon the united phases were concentrated by evaporation in a rotary evaporator. The mass was then subjected to fractionation in a va... The reactants are C(C)(C)(C)OC(NC1CN(C1)C1=NC(=NC=C1)Cl)=O ([1-(2-chloro-pyrimidin-4-yl)-azetidin-3-yl]-carbamic acid tert-butyl ester), Cl.N1CCC1 (azetidine hydrochloride). Product: N1(CCC1)C1=NC(=NC=C1)Cl (4-Azetidin-1-yl-2-chloro-pyrimidine). Reaction SMILES: C(OC(=O)N[CH:8]1[CH2:11][N:10]([C:12]2[CH:17]=[CH:16][N:15]=[C:14]([Cl:18])[N:13]=2)[CH2:9]1)(C)(C)C.Cl.N1CCC1>>[N:10]1([C:12]2[CH:17]=[CH:16][N:15]=[C:14]([Cl:18])[N:13]=2)[CH2:11][CH2:8][CH2:9]1 |f:1.2|. Reported procedure: Prepared as [1-(2-chloro-pyrimidin-4-yl)-azetidin-3-yl]-carbamic acid tert-butyl ester using azetidine hydrochloride. MS: [M+H]+=170